From a dataset of the Open Reaction Database (ORD), a public repository of structured organic reaction records. describe an organic reaction: reactants, conditions, products, and yield Starting materials: NC1=CC=CC=C1 (Aniline), ClC1=CC=C(CN(C(=O)Cl)C2C3CCC(C2)C3)C=C1 (N-4-chlorobenzyl-N-2-norbornylcarbamoyl chloride). Run in C1(=CC=CC=C1)C (toluene), C1(=CC=CC=C1)C (toluene). The product is ClC1=CC=C(CN(C(=O)NC2=CC=CC=C2)C2C3CCC(C2)C3)C=C1 (1-(4-chlorobenzyl)-1-(2-norbornyl)-3-phenylurea). The yield is 64.4%. As a reaction SMILES: [NH2:1][C:2]1[CH:7]=[CH:6][CH:5]=[CH:4][CH:3]=1.[Cl:8][C:9]1[CH:26]=[CH:25][C:12]([CH2:13][N:14]([CH:18]2[CH2:23][CH:22]3[CH2:24][CH:19]2[CH2:20][CH2:21]3)[C:15](Cl)=[O:16])=[CH:11][CH:10]=1>C1(C)C=CC=CC=1>[Cl:8][C:9]1[CH:26]=[CH:25][C:12]([CH2:13][N:14]([CH:18]2[CH2:23][CH:22]3[CH2:24][CH:19]2[CH2:20][CH2:21]3)[C:15]([NH:1][C:2]2[CH:7]=[CH:6][CH:5]=[CH:4][CH:3]=2)=[O:16])=[CH:11][CH:10]=1. Reported procedure: Aniline (19 g) was dissolved in 400 ml of toluene, and with stirring and cooling, a solution of 30 g of N-4-chlorobenzyl-N-2-norbornylcarbamoyl chloride in 50 ml of toluene was added dropwise. After the addition, the temperature of the mixture was gradually raised, and it was stirred for about 10 hours at about 70° to 80° C. After cooling, the precipitated aniline hydrochloride was separated by filtration. The toluene layer was washed successively with water, a 1% aqueous solution of sodium carb...